This data is from the Open Reaction Database (ORD), a public repository of structured organic reaction records. The task is: describe an organic reaction: reactants, conditions, products, and yield Reactants: FC(F)(F)c1ccc(Br)cc1, [Li]C(C)(C)C, Cn1cccc1, [Cl-], [Cl-], Cl, C1CCOC1, [Zn+2], c1ccc(P(c2ccccc2)(c2ccccc2)[Pd](P(c2ccccc2)(c2ccccc2)c2ccccc2)(P(c2ccccc2)(c2ccccc2)c2ccccc2)P(c2ccccc2)(c2ccccc2)c2ccccc2)cc1. Product: Cn1cccc1-c1ccc(C(F)(F)F)cc1. As a reaction SMILES: [Br:12][c:13]1[cH:14][cH:15][c:16]([C:19]([F:20])([F:21])[F:22])[cH:17][cH:18]1.[C:7]([Li:8])([CH3:9])([CH3:10])[CH3:11].[CH3:1][n:2]1[cH:3][cH:4][cH:5][cH:6]1.[Cl-:29].[Cl-:31].[ClH:23].[O:24]1[CH2:25][CH2:26][CH2:27][CH2:28]1.[Zn+2:30].[cH:32]1[cH:33][cH:34][c:35]([P:36]([Pd:37]([P:38]([c:39]2[cH:40][cH:41][cH:42][cH:43][cH:44]2)([c:45]2[cH:46][cH:47][cH:48][cH:49][cH:50]2)[c:51]2[cH:52][cH:53][cH:54][cH:55][cH:56]2)([P:57]([c:58]2[cH:59][cH:60][cH:61][cH:62][cH:63]2)([c:64]2[cH:65][cH:66][cH:67][cH:68][cH:69]2)[c:70]2[cH:71][cH:72][cH:73][cH:74][cH:75]2)[P:76]([c:77]2[cH:78][cH:79][cH:80][cH:81][cH:82]2)([c:83]2[cH:84][cH:85][cH:86][cH:87][cH:88]2)[c:89]2[cH:90][cH:91][cH:92][cH:93][cH:94]2)([c:95]2[cH:96][cH:97][cH:98][cH:99][cH:100]2)[c:101]2[cH:102][cH:103][cH:104][cH:105][cH:106]2)[cH:107][cH:108]1>>[CH3:1][n:2]1[c:3](-[c:13]2[cH:14][cH:15][c:16]([C:19]([F:20])([F:21])[F:22])[cH:17][cH:18]2)[cH:4][cH:5][cH:6]1. Starting materials: C1(=CC=CC2=CC=CC=C12)C=O (naphthaldehyde), C(C)(=O)[O-].[NH4+] (ammonium acetate), [N+](=O)([O-])CC (nitroethane). The product is [N+](=O)([O-])C(=CC1=C(C=CC2=CC=CC=C12)OC)C (2-NITRO-1-(2-METHOXY-1-NAPHTHYL)PROPENE). Isolated yield 95.0%. Reaction SMILES: [C:1]1([CH:11]=O)[C:10]2[C:5](=[CH:6][CH:7]=[CH:8][CH:9]=2)[CH:4]=[CH:3][CH:2]=1.[C:13]([O-:16])(=O)C.[NH4+].[N+:18]([CH2:21][CH3:22])([O-:20])=[O:19]>>[N+:18]([C:21]([CH3:22])=[CH:11][C:1]1[C:10]2[C:5](=[CH:6][CH:7]=[CH:8][CH:9]=2)[CH:4]=[CH:3][C:2]=1[O:16][CH3:13])([O-:20])=[O:19] |f:1.2|. Procedure details: 2.13 g (11.20×10-3 mol) of naphthaldehyde, 30 cm3 of nitroethane and 0.54 g (7×10-3 mol) of ammonium acetate are introduced into a round-bottomed flask. The mixture is stirred and heated to reflux for 2 hours. The nitroethane is then evaporated off under reduced pressure, the residue is taken up with CH2Cl2 and water is added to hydrolyze the acetate. After separation of the two phases, the organic phase is washed with water, the aqueous phases with CH2Cl2 (twice). The organic phase is then drie... Starting materials: C(=O)(O)[O-].[Na+] (NaHCO3), C1(CC1)N (cyclopropylamine), C(=O)(O)[O-].[Na+] (NaHCO3), ClC1=NC(=NC(=C1NC=O)N[C@H]1C=C[C@H](C1)CO)NC(C(C)C)=O (N-{4-chloro-5-formamido-6-[(1R,4S)-4-(hydroxymethyl)cyclopent-2-enylamino]pyrimidin-2-yl}isobutyramide), Cl.C(C)(C)O (HCl isopropanol), C(OCC)(OCC)OCC (triethyl orthoformate). Run at temperature 41 celsius, time 2 hour. Yields the product C1(CC1)NC1=C2N=CN(C2=NC(=N1)NC(C(C)C)=O)[C@H]1C=C[C@H](C1)CO ((−)-N-{6-(cyclopropylamino)-9-[(1R,4S)-4-(hydroxymethyl)cyclopent-2-enyl]-9H-purin-2-yl}isobutyramide). Yield: 71.6%. As a reaction SMILES: Cl[C:2]1[C:7]([NH:8][CH:9]=O)=[C:6]([NH:11][C@@H:12]2[CH2:16][C@H:15]([CH2:17][OH:18])[CH:14]=[CH:13]2)[N:5]=[C:4]([NH:19][C:20](=[O:24])[CH:21]([CH3:23])[CH3:22])[N:3]=1.Cl.C(O)(C)C.C(OCC)(OCC)OCC.C([O-])(O)=O.[Na+].[CH:45]1([NH2:48])[CH2:47][CH2:46]1>>[CH:45]1([NH:48][C:2]2[N:3]=[C:4]([NH:19][C:20](=[O:24])[CH:21]([CH3:23])[CH3:22])[N:5]=[C:6]3[C:7]=2[N:8]=[CH:9][N:11]3[C@@H:12]2[CH2:16][C@H:15]([CH2:17][OH:18])[CH:14]=[CH:13]2)[CH2:47][CH2:46]1 |f:1.2,4.5|. Procedure: Under nitrogen atmosphere, N-{4-chloro-5-formamido-6-[(1R,4S)-4-(hydroxymethyl)cyclopent-2-enylamino]pyrimidin-2-yl}isobutyramide (20.0 g, 56.53 mmol) was dissolved in an anhydrous solution of HCl/isopropanol 2M (170 ml, 339.17 mmol). The mixture was heated at 40-42° C. for 2 h. The resulting solution was cooled to 8-10° C., then triethyl orthoformate (28.2 ml, 169.59 mmol) was added and the reaction mixture was stirred at the same temperature for 2 h. NaHCO3 (28.50 g, 339.17 mmol) was added slo... Reactants: BrCc1ccccc1, Oc1cc(Cl)cc(Br)c1, O=C([O-])[O-], CCCC[N+](CCCC)(CCCC)CCCC, CC(C)=O, [I-], [K+], [K+]. Yields the product Clc1cc(Br)cc(OCc2ccccc2)c1. Reaction SMILES: [Br:16][CH2:17][c:18]1[cH:19][cH:20][cH:21][cH:22][cH:23]1.[Br:1][c:2]1[cH:3][c:4]([OH:9])[cH:5][c:6]([Cl:8])[cH:7]1.[C:10](=[O:11])([O-:12])[O-:13].[CH2:29]([N+:30]([CH2:31][CH2:32][CH2:33][CH3:34])([CH2:35][CH2:36][CH2:37][CH3:38])[CH2:39][CH2:40][CH2:41][CH3:42])[CH2:43][CH2:44][CH3:45].[CH3:24][C:25](=[O:26])[CH3:27].[I-:28].[K+:14].[K+:15]>>[Br:1][c:2]1[cH:3][c:4]([O:9][CH2:17][c:18]2[cH:19][cH:20][cH:21][cH:22][cH:23]2)[cH:5][c:6]([Cl:8])[cH:7]1. Reactants: ClC1=C2C=C3C(NC(C(N3)=O)=O)=C2C(C=C1)(C)CC(=O)OCC (ethyl (8-chloro-5-methyl-2,3-dioxo-1,4-dihydro-5H-indeno [1,2-b]pyrazin-5-yl)acetate), O1CCOCC1 (dioxane), Cl (hydrochloric acid). The solvent is [OH-].[Na+] (sodium hydroxide). Conditions: temperature 80 celsius. Product: ClC1=C2C=C3C(NC(C(N3)=O)=O)=C2C(C=C1)(C)CC(=O)O ((8-chloro-5-methyl-2,3-dioxo-1,4-dihydro-5H-indeno[1,2-b]pyrazin-5-yl) acetic acid). The yield is 19.7%. As a reaction SMILES: [Cl:1][C:2]1[CH:16]=[CH:15][C:14]([CH2:18][C:19]([O:21]CC)=[O:20])([CH3:17])[C:13]2[C:3]=1[CH:4]=[C:5]1[NH:10][C:9](=[O:11])[C:8](=[O:12])[NH:7][C:6]1=2.O1CCOCC1.Cl>[OH-].[Na+]>[Cl:1][C:2]1[CH:16]=[CH:15][C:14]([CH2:18][C:19]([OH:21])=[O:20])([CH3:17])[C:13]2[C:3]=1[CH:4]=[C:5]1[NH:10][C:9](=[O:11])[C:8](=[O:12])[NH:7][C:6]1=2 |f:3.4|. Reported procedure: A mixture of 2.27 g of ethyl (8-chloro-5-methyl-2,3-dioxo-1,4-dihydro-5H-indeno [1,2-b]pyrazin-5-yl)acetate, 120 ml of dioxane and 25 ml of 8N aqueous hydrochloric acid solution is heated to a temperature in the region of 80° C. for 4 hours. The reaction mixture is then evaporated under reduced pressure, and the evaporation residue is triturated in 35 ml of an ethanol/water (85:15 by volume) mixture, filtered and washed with distilled water (2 times 10 ml). The product obtained is taken up in 68... The reactants are CNC1=Nc2ccc(Br)cc2C(c2ccccn2)=NC1, CC(=O)O, O=N[O-], [Na+], O. Product: O=NCNC1=Nc2ccc(Br)cc2C(c2ccccn2)=NC1. Reaction SMILES: [Br:5][c:6]1[cH:7][cH:8][c:9]2[c:10]([cH:24]1)[C:11]([c:18]1[n:19][cH:20][cH:21][cH:22][cH:23]1)=[N:12][CH2:13][C:14]([NH:16][CH3:17])=[N:15]2.[CH3:25][C:26](=[O:27])[OH:28].[N:1](=[O:2])[O-:3].[Na+:4].[OH2:29]>>[N:1](=[O:3])[CH2:17][NH:16][C:14]1=[N:15][c:9]2[cH:8][cH:7][c:6]([Br:5])[cH:24][c:10]2[C:11]([c:18]2[n:19][cH:20][cH:21][cH:22][cH:23]2)=[N:12][CH2:13]1. Reactants: O (water), [OH-].[Na+] (sodium hydroxide), O (water), C(C)N(C(C(C)NC1=CC(=C(C=C1)Cl)Cl)=O)CC (N,N-diethyl 2-(3,4-dichloroanilino)propionamide). Solvent: O1CCCC1 (tetrahydrofuran), O1CCCC1 (tetrahydrofuran). Reaction conditions: time 8 hour. The product is C(C)N(CC)CC(C)NC1=CC(=C(C=C1)Cl)Cl (N,N-diethyl-2-(3,4-dichloroanilino)propylamine). Isolated yield 93.7%. As a reaction SMILES: [CH2:1]([N:3]([CH2:17][CH3:18])[C:4](=O)[CH:5]([NH:7][C:8]1[CH:13]=[CH:12][C:11]([Cl:14])=[C:10]([Cl:15])[CH:9]=1)[CH3:6])[CH3:2].O.[OH-].[Na+]>O1CCCC1>[CH2:1]([N:3]([CH2:4][CH:5]([NH:7][C:8]1[CH:13]=[CH:12][C:11]([Cl:14])=[C:10]([Cl:15])[CH:9]=1)[CH3:6])[CH2:17][CH3:18])[CH3:2] |f:2.3|. Reported procedure: 2.31 g of N,N-diethyl 2-(3,4-dichloroanilino)propionamide were dissolved in 15 ml of dry tetrahydrofuran. This solution was added dropwise in 5 minutes to a stirred suspension of 0.61 g of lithium-aluminium-hydride in 25 ml of dry tetrahydrofuran. The reaction mixture was refluxed for 6 hours and was left to stand overnight. The next day 0.6 ml of water, 1.5 ml of 15% sodium hydroxide solution and 1.5 ml of water were added successively. After filtration the organic layer was washed with water, ... Reactants: ClC=1C(=CC2=C(SC(=C2)CC(C)C)C1Cl)OC (6,7-dichloro-5-methoxy-2-isobutylbenzo[b]thiophene), Cl.N1=CC=CC=C1 (pyridine hydrochloride). Product: ClC=1C(=CC2=C(SC(=C2)CC(C)C)C1Cl)O (6,7-dichloro-5-hydroxy-2-isobutylbenzo[b]thiophene). Isolated yield 70.1%. Reaction SMILES: [Cl:1][C:2]1[C:3]([O:16]C)=[CH:4][C:5]2[CH:9]=[C:8]([CH2:10][CH:11]([CH3:13])[CH3:12])[S:7][C:6]=2[C:14]=1[Cl:15].Cl.N1C=CC=CC=1>>[Cl:1][C:2]1[C:3]([OH:16])=[CH:4][C:5]2[CH:9]=[C:8]([CH2:10][CH:11]([CH3:13])[CH3:12])[S:7][C:6]=2[C:14]=1[Cl:15] |f:1.2|. Procedure: A mixture of 12 g of 6,7-dichloro-5-methoxy-2-isobutylbenzo[b]thiophene and 130 g of pyridine hydrochloride is heated at 190°-200° for 4 hrs. The cooled mixture is poured onto ice and extracted with ether. The ether extracts are washed with 10% hydrochloric acid, water, dried over anhydrous magnesium sulfate-charcoal and filtered. Evaporation of the filtrate affords an oil. Chromatography of the oil on silica gel gives 8.0 g of 6,7-dichloro-5-hydroxy-2-isobutylbenzo[b]thiophene, mp 58°-59°. The yield is 94.3%. Solvent: C1CCOC1.O (THF H2O). Reported procedure: trans-4-(3-Methyl-2-oxo-6-trifluoromethyl-2,3-dihydro-benzoimidazol-1-ylmethyl)cyclohexanecarboxylic acid methyl ester (0.93 g, 2.44 mmol) were dissolved in THF/H2O (9 ml, 2/1). LiOH (129 mg, 5.4 mmol) was added and the mixture stirred at room temperature over night. The THF was evaporated with the formation of a white solid which was collected by filtration. 0.82 g (yield 94%) of the titled compound were isolated. The product is CN1C(N(C2=C1C=CC(=C2)C(F)(F)F)C[C@@H]2CC[C@H](CC2)C(=O)O)=O (trans-4-(3-Methyl-2-oxo-6-trifluoromethyl-2,3-dihydro-benzoimidazol-1-ylmethyl)-cyclohexanecarboxylic acid). Reaction SMILES: C[O:2][C:3]([C@H:5]1[CH2:10][CH2:9][C@H:8]([CH2:11][N:12]2[C:16]3[CH:17]=[C:18]([C:21]([F:24])([F:23])[F:22])[CH:19]=[CH:20][C:15]=3[N:14]([CH3:25])[C:13]2=[O:26])[CH2:7][CH2:6]1)=[O:4].[Li+].[OH-]>C1COCC1.O>[CH3:25][N:14]1[C:15]2[CH:20]=[CH:19][C:18]([C:21]([F:23])([F:22])[F:24])=[CH:17][C:16]=2[N:12]([CH2:11][C@H:8]2[CH2:9][CH2:10][C@H:5]([C:3]([OH:4])=[O:2])[CH2:6][CH2:7]2)[C:13]1=[O:26] |f:1.2,3.4|. Starting materials: COC(=O)[C@@H]1CC[C@H](CC1)CN1C(N(C2=C1C=C(C=C2)C(F)(F)F)C)=O (trans-4-(3-Methyl-2-oxo-6-trifluoromethyl-2,3-dihydro-benzoimidazol-1-ylmethyl)cyclohexanecarboxylic acid methyl ester), [Li+].[OH-] (LiOH).